From a dataset of the Open Reaction Database (ORD), a public repository of structured organic reaction records. describe an organic reaction: reactants, conditions, products, and yield The reactants are [H-].[H-].[H-].[H-].[Li+].[Al+3] (LiAlH4), N1=CC=C(C=C1)C=1SC=C(N1)NC(NC1=CC=CC(=N1)CN1C(CCC1)C(=O)OC)=O (Methyl 1-{6-[3-(2-pyridin-4-yl-thiazol-4-yl)ureido]-pyridin-2-ylmethyl}-pyrrolidine-2-carboxylate). The solvent is C1CCOC1 (THF). Conditions: time 8 hour. The product is OCC1N(CCC1)CC1=CC=CC(=N1)NC(=O)NC=1N=C(SC1)C1=CC=NC=C1 (1-[6-(2-Hydroxymethylpyrrolidin-1-ylmethyl)-pyridin-2-yl]-3-(2-pyridin-4-yl-thiazol-4-yl)urea). Reaction SMILES: [H-].[H-].[H-].[H-].[Li+].[Al+3].[N:7]1[CH:12]=[CH:11][C:10]([C:13]2[S:14][CH:15]=[C:16]([NH:18][C:19](=[O:37])[NH:20][C:21]3[N:26]=[C:25]([CH2:27][N:28]4[CH2:32][CH2:31][CH2:30][CH:29]4[C:33](OC)=[O:34])[CH:24]=[CH:23][CH:22]=3)[N:17]=2)=[CH:9][CH:8]=1>C1COCC1>[OH:34][CH2:33][CH:29]1[CH2:30][CH2:31][CH2:32][N:28]1[CH2:27][C:25]1[N:26]=[C:21]([NH:20][C:19]([NH:18][C:16]2[N:17]=[C:13]([C:10]3[CH:9]=[CH:8][N:7]=[CH:12][CH:11]=3)[S:14][CH:15]=2)=[O:37])[CH:22]=[CH:23][CH:24]=1 |f:0.1.2.3.4.5|. Reported procedure: LiAlH4 (3 mg, 0.079 mmol) was added to a solution of methyl 1-{6-[3-(2-pyridin-4-yl-thiazol-4-yl)ureido]-pyridin-2-ylmethyl}-pyrrolidine-2-carboxylate (15 mg, 0.034 mmol, Example 77) in THF (5 mL) at RT and the resulting mixture was stirred for 8 h. A precipitate formed and was collected. The solid was dissolved in CHCl3 (5 mL) and washed with saturated NaHCO3 solution (5 mL). The aqueous layer was adjusted to pH 7 with 1N HCl and extracted with CHCl3. The organics were combined, dried over MgSO... Reactants: O[C@H](C)[C@@H]1[C@H]2[C@H](C(=C(N2C1=O)C(=O)OCC1=CC=C(C=C1)[N+](=O)[O-])S[C@H]1C[C@H](N(C1)C(=O)OCC1=CC=C(C=C1)[N+](=O)[O-])COCCNC(=O)N)C (4-nitrobenzyl (4R,5S,6S)-6-[(1R)-1-hydroxyethyl]-4-methyl-3-[(2S,4S)-1-(4-nitrobenzyloxycarbonyl)-2-{(2-ureidoethyl)oxylmethyl}pyrrolidin-4-yl]thio-7-oxo-1-azabicyclo[3.2.0]hept-2-ene-2-carboxylate), P(=O)([O-])([O-])[O-] (phosphate), [H][H] (hydrogen). Reagents/catalysts: [OH-].[OH-].[Pd+2] (palladium hydroxide on carbon). The solvent is O1CCCC1 (tetrahydrofuran). The product is O[C@H](C)[C@@H]1[C@H]2[C@H](C(=C(N2C1=O)C(=O)O)S[C@H]1C[C@H](NC1)COCCNC(=O)N)C ((4R,5S,6S)-6-[(1R)-1-hydroxyethyl]-4-methyl-7-oxo-3-[(2S,4S)-2-{(2-ureidoethyl)oxymethyl}pyrrolidin-4-yl]thio-1-azabicyclo[3.2.0]hept-2-ene-2-carboxylic acid). The yield is 46.2%. Reaction SMILES: [OH:1][C@@H:2]([C@H:4]1[C:10](=[O:11])[N:9]2[C@@H:5]1[C@@H:6]([CH3:52])[C:7]([S:25][C@@H:26]1[CH2:30][N:29](C(OCC3C=CC([N+]([O-])=O)=CC=3)=O)[C@H:28]([CH2:44][O:45][CH2:46][CH2:47][NH:48][C:49]([NH2:51])=[O:50])[CH2:27]1)=[C:8]2[C:12]([O:14]CC1C=CC([N+]([O-])=O)=CC=1)=[O:13])[CH3:3].P([O-])([O-])([O-])=O.[H][H]>[OH-].[OH-].[Pd+2].O1CCCC1>[OH:1][C@@H:2]([C@H:4]1[C:10](=[O:11])[N:9]2[C@@H:5]1[C@@H:6]([CH3:52])[C:7]([S:25][C@@H:26]1[CH2:30][NH:29][C@H:28]([CH2:44][O:45][CH2:46][CH2:47][NH:48][C:49]([NH2:51])=[O:50])[CH2:27]1)=[C:8]2[C:12]([OH:14])=[O:13])[CH3:3] |f:3.4.5|. Reported procedure: A mixture of 4-nitrobenzyl (4R,5S,6S)-6-[(1R)-1-hydroxyethyl]-4-methyl-3-[(2S,4S)-1-(4-nitrobenzyloxycarbonyl)-2-{(2-ureidoethyl)oxylmethyl}pyrrolidin-4-yl]thio-7-oxo-1-azabicyclo[3.2.0]hept-2-ene-2-carboxylate (0.75 g), tetrahydrofuran (40 ml), 0.1M phosphate buffer (pH 6.5) (20 ml) and 20% palladium hydroxide on carbon (0.20 g) was stirred at ambient temperature for 5 hours under atmospheric pressure of hydrogen. The catalyst was removed by filtration and the filtrate was concentrated under re... The reactants are NC1=NC(=C(C(=N1)OS(=O)(=O)C(F)(F)F)F)C=1OC=CC1 (trifluoromethanesulfonic acid 2-amino-5-fluoro-6-furan-2-yl-pyrimidin-4-yl ester), OCC1=NC=CC=C1 (2-(hydroxymethyl)pyridine), C1CCC2=NCCCN2CC1 (DBU). Solvent: COCCOC (DME). Conditions: temperature 50 celsius. Yields the product FC=1C(=NC(=NC1OCC1=NC=CC=C1)N)C=1OC=CC1 (5-fluoro-4-furan-2-yl-6-(pyridin-2-ylmethoxy)-pyrimidin-2-ylamine). The yield is 9.6%. RXN SMILES: [NH2:1][C:2]1[N:7]=[C:6]([O:8]S(C(F)(F)F)(=O)=O)[C:5]([F:16])=[C:4]([C:17]2[O:18][CH:19]=[CH:20][CH:21]=2)[N:3]=1.O[CH2:23][C:24]1[CH:29]=[CH:28][CH:27]=[CH:26][N:25]=1.C1CCN2C(=NCCC2)CC1>COCCOC>[F:16][C:5]1[C:4]([C:17]2[O:18][CH:19]=[CH:20][CH:21]=2)=[N:3][C:2]([NH2:1])=[N:7][C:6]=1[O:8][CH2:23][C:24]1[CH:29]=[CH:28][CH:27]=[CH:26][N:25]=1. Procedure details: To a stirred solution of 260 mg (0.80 mmol) trifluoromethanesulfonic acid 2-amino-5-fluoro-6-furan-2-yl-pyrimidin-4-yl ester in 15 ml DME were added 0.27 ml (2.80 mmol) 2-(hydroxymethyl)pyridine and 0.12 ml (0.80 mmol) DBU and the mixture heated at 50° C. for 2 hour. The reaction mixture was then concentrated in vacuo. Chromatography (ethyl acetate) followed by trituration in dichloromethane/ether/hexane afforded 22 mg (10%) 5-fluoro-4-furan-2-yl-6-(pyridin-2-ylmethoxy)-pyrimidin-2-ylamine as a ... The reactants are Cl.FC1(CCNCC1)C1=CC=C(C#N)C=C1 (4-(4-fluoropiperidin-4-yl)benzonitrile hydrochloride salt), C1(CCC1)C1=CC(=C(C(=O)N2CCC(CC2)C2=CC=C(C#N)C=C2)C=C1C1=NN=C(N1)CCOC)C (4-(1-(4-cyclobutyl-5-(5-(2-methoxyethyl)-4H-1,2,4-triazol-3-yl)-2-methylbenzoyl)piperidin-4-yl)benzonitrile), C1(CCC1)C1=CC(=C(C(=O)N2CCC(CC2)C2=CC=C(C#N)C=C2)C=C1C1=NN=C(N1)CCOC)C (4-(1-(4-cyclobutyl-5-(5-(2-methoxyethyl)-4H-1,2,4-triazol-3-yl)-2-methylbenzoyl)piperidin-4-yl)benzonitrile), Cl.N1CCC(CC1)C1=CC=C(C#N)C=C1 (4-(piperidin-4-yl)benzonitrile hydrochloride), Cl.FC1(CCNCC1)C1=CC=C(C#N)C=C1 (4-(4-fluoropiperidin-4-yl)benzonitrile hydrochloride salt). Product: C1(CCC1)C1=CC(=C(C(=O)N2CCC(CC2)(F)C2=CC=C(C#N)C=C2)C=C1C1=NN=C(N1)CCOC)C (4-(1-(4-Cyclobutyl-5-(5-(2-methoxyethyl)-4H-1,2,4-triazol-3-yl)-2-methylbenzoyl)-4-fluoropiperidin-4-yl)benzonitrile). As a reaction SMILES: [CH:1]1([C:5]2[C:26]([C:27]3[NH:31][C:30]([CH2:32][CH2:33][O:34][CH3:35])=[N:29][N:28]=3)=[CH:25][C:8]([C:9]([N:11]3[CH2:16][CH2:15][CH:14]([C:17]4[CH:24]=[CH:23][C:20]([C:21]#[N:22])=[CH:19][CH:18]=4)[CH2:13][CH2:12]3)=[O:10])=[C:7]([CH3:36])[CH:6]=2)[CH2:4][CH2:3][CH2:2]1.Cl.[F:38]C1(C2C=CC(C#N)=CC=2)CCNCC1.Cl.N1CCC(C2C=CC(C#N)=CC=2)CC1>>[CH:1]1([C:5]2[C:26]([C:27]3[NH:31][C:30]([CH2:32][CH2:33][O:34][CH3:35])=[N:29][N:28]=3)=[CH:25][C:8]([C:9]([N:11]3[CH2:16][CH2:15][C:14]([C:17]4[CH:18]=[CH:19][C:20]([C:21]#[N:22])=[CH:23][CH:24]=4)([F:38])[CH2:13][CH2:12]3)=[O:10])=[C:7]([CH3:36])[CH:6]=2)[CH2:4][CH2:3][CH2:2]1 |f:1.2,3.4|. Reported procedure: The title compound was prepared using standard chemical manipulations and procedures similar to those used for the preparation of 4-(1-(4-cyclobutyl-5-(5-(2-methoxyethyl)-4H-1,2,4-triazol-3-yl)-2-methylbenzoyl)piperidin-4-yl)benzonitrile (compound 153), using 4-(4-fluoropiperidin-4-yl)benzonitrile hydrochloride salt (compound 11.2 HCl salt) instead of 4-(piperidin-4-yl)benzonitrile hydrochloride salt (compound 1.5). m/z (ES+) 501.8 (M+H)+. 1H NMR (400 MHz, CDCl3): δ 11.46 (br s, 1H), 7.75-7.45 (... Reactants: COC(=O)C1=CC=C(C=C1)[C@H](C)NC(=O)C=1C=CC=C2CCN(C12)C(=O)OC(C)(C)C (tert-butyl 7-[({(1S)-1-[4-(methoxycarbonyl)phenyl]ethyl}amino)carbonyl]indoline-1-carboxylate), C(=O)(C(F)(F)F)O (TFA). Solvent: C(Cl)Cl (CH2Cl2). Conditions: time 1 hour. Yields the product N1CCC2=CC=CC(=C12)C(=O)N[C@@H](C)C1=CC=C(C(=O)OC)C=C1 (Methyl 4-{(1S)-1-[(2,3-dihydro-1H-indol-7-ylcarbonyl)amino]ethyl}benzoate). As a reaction SMILES: [CH3:1][O:2][C:3]([C:5]1[CH:10]=[CH:9][C:8]([C@@H:11]([NH:13][C:14]([C:16]2[CH:17]=[CH:18][CH:19]=[C:20]3[C:24]=2[N:23](C(OC(C)(C)C)=O)[CH2:22][CH2:21]3)=[O:15])[CH3:12])=[CH:7][CH:6]=1)=[O:4].C(O)(C(F)(F)F)=O>C(Cl)Cl>[NH:23]1[C:24]2[C:20](=[CH:19][CH:18]=[CH:17][C:16]=2[C:14]([NH:13][C@H:11]([C:8]2[CH:7]=[CH:6][C:5]([C:3]([O:2][CH3:1])=[O:4])=[CH:10][CH:9]=2)[CH3:12])=[O:15])[CH2:21][CH2:22]1. Procedure details: tert-butyl 7-[({(1S)-1-[4-(methoxycarbonyl)phenyl]ethyl}amino)carbonyl]indoline-1-carboxylate (510 mg, 1.2 mmol) was dissolved in CH2Cl2 (5 ml) and TFA (5 ml) was added, the solution was stirred for 1 hour. The solvent was removed. NaHCO3 (sat.) was added and extracted 3× with EtOAc. The combined organic layers were washed with water and brine, then dried over MgSO4. 1H NMR (500 MHz, DMSO-d6): δ 8.50 (d, 1H), 7.90 (d, 2H), 7.55 (m, 3H), 7.10 (d, 1H), 6.50 (m, 2H), 5.15 (m, 1H), 3.85 (s, 3H), 3.5... Reactants: N1=CN=C(C2=CC(=CC=C12)O)O (quinazoline-4,6-diol), C(C)(=O)OC(C)=O (acetic anhydride), ice. Solvent: N1=CC=CC=C1 (pyridine). Product: C(C)(=O)OC=1C=C2C(=NC=NC2=CC1)O (4-hydroxyquinazolin-6-yl acetate). The yield is 64.7%. Reaction SMILES: [N:1]1[C:10]2[C:5](=[CH:6][C:7]([OH:11])=[CH:8][CH:9]=2)[C:4]([OH:12])=[N:3][CH:2]=1.[C:13](OC(=O)C)(=[O:15])[CH3:14]>N1C=CC=CC=1>[C:13]([O:11][C:7]1[CH:6]=[C:5]2[C:10](=[CH:9][CH:8]=1)[N:1]=[CH:2][N:3]=[C:4]2[OH:12])(=[O:15])[CH3:14]. Procedure: A mixture of quinazoline-4,6-diol (20 g, 123 mmol) and acetic anhydride (186 mL, 1.97 mol) was heated to 100° C. in pyridine (30 mL) for 2 hours. After cooling to room temperature, ice (200 g) was slowly added to the reaction mixture. The precipitate was filtered, washed with cold water, and dried under high vacuum to provide the product (16.25 g, 65%) as pale yellow solid.